This data is from the Open Reaction Database (ORD), a public repository of structured organic reaction records. The task is: describe an organic reaction: reactants, conditions, products, and yield The reactants are C(C)(C)(C)OC(=O)N1C[C@@H]2N(CCO[C@@H]2C1)N[C@H](C)C1=CC=CC=C1 (cis-8-tert-Butoxycarbonyl-5-[(1R)-1-phenylethylamino]-2-oxa-5,8-diazabicyclo[4.3.0]nonane). Reagents/catalysts: [Pd] (palladium on charcoal), [Pd] (palladium on charcoal). Solvent: C(C)O (ethanol). Run at time 4 hour. The product is C(C)(C)(C)OC(=O)N1C[C@@H]2NCCO[C@@H]2C1 (cis-8-tert-Butoxycarbonyl-2-oxa -5,8-diazabicyclo[4.3.0]nonane). Reaction SMILES: [C:1]([O:5][C:6]([N:8]1[CH2:16][C@@H:15]2[C@@H:10]([N:11](N[C@@H](C3C=CC=CC=3)C)[CH2:12][CH2:13][O:14]2)[CH2:9]1)=[O:7])([CH3:4])([CH3:3])[CH3:2]>[Pd].C(O)C>[C:1]([O:5][C:6]([N:8]1[CH2:16][C@@H:15]2[C@@H:10]([NH:11][CH2:12][CH2:13][O:14]2)[CH2:9]1)=[O:7])([CH3:4])([CH3:2])[CH3:3]. Procedure details: A mixture of 417 mg of cis-8-tert-butoxycarbonyl-5-[(1R)-1-phenylethylamino]-2-oxa-5,8-diazabicyclo[4.3.0]nonane 14a and 200 mg of 10% palladium on charcoal in 50 ml of ethanol was shaken under a pressured hydrogen atmosphere of 4.5 kg/cm2 for 4 hours. Then further 100 mg of 10% palladium on charcoal was added and hydrogenation was carried out under the above-mentioned condition. Throughout the reaction, the reaction vessel was heated by irradiation with a tungsten lamp. The catalyst was removed... Reactants: CO, COS(=O)(=O)OC, COc1ccc(-n2cnc(S)n2)cc1, [Na+], [OH-], O. Product: COc1ccc(-n2cnc(SC)n2)cc1. As a reaction SMILES: [CH3:17][OH:18].[CH3:19][O:20][S:21]([O:22][CH3:23])(=[O:24])=[O:25].[CH3:1][O:2][c:3]1[cH:4][cH:5][c:6](-[n:9]2[n:10][c:11]([SH:14])[n:12][cH:13]2)[cH:7][cH:8]1.[Na+:16].[OH-:15].[OH2:26]>>[CH3:1][O:2][c:3]1[cH:4][cH:5][c:6](-[n:9]2[n:10][c:11]([S:14][CH3:19])[n:12][cH:13]2)[cH:7][cH:8]1. Starting materials: CC(=O)O, CCOC(=O)CCCCCOc1cc2c(c(Cl)c1Cl)C(=O)C(C)(C1CCCC1)C2, Cl, O. Product: CC1(C2CCCC2)Cc2cc(OCCCCCC(=O)O)c(Cl)c(Cl)c2C1=O. As a reaction SMILES: [CH3:30][C:31](=[O:32])[OH:33].[Cl:1][c:2]1[c:3]([O:19][CH2:20][CH2:21][CH2:22][CH2:23][CH2:24][C:25](=[O:26])[O:27][CH2:28][CH3:29])[cH:4][c:5]2[c:9]([c:10]1[Cl:11])[C:8](=[O:12])[C:7]([CH3:13])([CH:14]1[CH2:15][CH2:16][CH2:17][CH2:18]1)[CH2:6]2.[ClH:34].[OH2:35]>>[Cl:1][c:2]1[c:3]([O:19][CH2:20][CH2:21][CH2:22][CH2:23][CH2:24][C:25](=[O:26])[OH:27])[cH:4][c:5]2[c:9]([c:10]1[Cl:11])[C:8](=[O:12])[C:7]([CH3:13])([CH:14]1[CH2:15][CH2:16][CH2:17][CH2:18]1)[CH2:6]2. Starting materials: NC1=C(C=NN1C1=CC(=C(C=C1)OCC(C)C)C#N)C(=O)OCC (ethyl 5-amino-1-(3-cyano-4-isobutoxyphenyl)pyrazole-4-carboxylate), N(=O)OCCC(C)C (isoamyl nitrite). The solvent is O1CCCC1 (tetrahydrofuran). Product: C(#N)C=1C=C(C=CC1OCC(C)C)N1N=CC(=C1)C(=O)OCC (ethyl 1-(3-cyano-4-isobutoxyphenyl)pyrazole-4-carboxylate). Isolated yield 88.2%. As a reaction SMILES: N[C:2]1[N:6]([C:7]2[CH:12]=[CH:11][C:10]([O:13][CH2:14][CH:15]([CH3:17])[CH3:16])=[C:9]([C:18]#[N:19])[CH:8]=2)[N:5]=[CH:4][C:3]=1[C:20]([O:22][CH2:23][CH3:24])=[O:21].N(OCCC(C)C)=O>O1CCCC1>[C:18]([C:9]1[CH:8]=[C:7]([N:6]2[CH:2]=[C:3]([C:20]([O:22][CH2:23][CH3:24])=[O:21])[CH:4]=[N:5]2)[CH:12]=[CH:11][C:10]=1[O:13][CH2:14][CH:15]([CH3:17])[CH3:16])#[N:19]. Procedure: Then, to a solution (16 ml) of ethyl 5-amino-1-(3-cyano-4-isobutoxyphenyl)pyrazole-4-carboxylate (1.64 g) obtained in Example 1 in tetrahydrofuran was added isoamyl nitrite (1.75 g) with stirring, and the mixture was refluxed under heating for 1.5 hours. After the completion of the reaction, the solvent was evaporated under reduced pressure and the obtained residue was recrystallized from ethyl alcohol to give 1.38 g of ethyl 1-(3-cyano-4-isobutoxyphenyl)pyrazole-4-carboxylate, melting point 138... The reactants are OC=1C(=C2C(CC(OC2=C(C1C)C)(C)COC1=CC=C(CC2C(NC(S2)=O)=O)C=C1)=O)C (5-[4-(6-hydroxy-2,5,7,8-tetramethyl-4-oxochroman-2-ylmethoxy)benzyl]thiazolidine-2,4-dione), C([O-])([O-])=O.[K+].[K+] (potassium carbonate), Cl.C(C1=CC=CC=C1)ON (benzyloxylamine hydrochloride), CO (methanol). Run in C(C)(=O)OCC (ethyl acetate). Reaction conditions: time 7 day. Yields the product C(C1=CC=CC=C1)O\N=C\1/CC(OC2=C(C(=C(C(=C12)C)O)C)C)(C)COC1=CC=C(CC2C(NC(S2)=O)=O)C=C1 (5-{4-[4-(E)-Benzyloxyimino-6-hydroxy-2,5,7,8-tetramethylchroman-2-ylmethoxy]benzyl}thiazolidine-2,4-dione). RXN SMILES: [OH:1][C:2]1[C:3]([CH3:32])=[C:4]2[C:9](=[C:10]([CH3:13])[C:11]=1[CH3:12])[O:8][C:7]([CH2:15][O:16][C:17]1[CH:30]=[CH:29][C:20]([CH2:21][CH:22]3[S:26][C:25](=[O:27])[NH:24][C:23]3=[O:28])=[CH:19][CH:18]=1)([CH3:14])[CH2:6][C:5]2=O.Cl.[CH2:34]([O:41][NH2:42])[C:35]1[CH:40]=[CH:39][CH:38]=[CH:37][CH:36]=1.CO.C(=O)([O-])[O-].[K+].[K+]>C(OCC)(=O)C>[CH2:34]([O:41]/[N:42]=[C:5]1\[CH2:6][C:7]([CH2:15][O:16][C:17]2[CH:30]=[CH:29][C:20]([CH2:21][CH:22]3[S:26][C:25](=[O:27])[NH:24][C:23]3=[O:28])=[CH:19][CH:18]=2)([CH3:14])[O:8][C:9]2[C:4]\1=[C:3]([CH3:32])[C:2]([OH:1])=[C:11]([CH3:12])[C:10]=2[CH3:13])[C:35]1[CH:40]=[CH:39][CH:38]=[CH:37][CH:36]=1 |f:1.2,4.5.6|. Reported procedure: A mixture of 1 g of 5-[4-(6-hydroxy-2,5,7,8-tetramethyl-4-oxochroman-2-ylmethoxy)benzyl]thiazolidine-2,4-dione (prepared as described in Example 22 of copending U.S. Ser. No. 644,996), 1.2 g of benzyloxylamine hydrochloride and 10 g of methanol was allowed to stand for 7 days at room temperature. At the end of this time, ethyl acetate and an aqueous solution of potassium carbonate were added. The organic layer was separated and dried over anhydrous sodium sulfate. The solvent was distilled off a... Starting materials: CC(=O)Cc1ccc2c(c1)OCO2, [Na+], [Na+], O=CC(O)C(O)C(O)C(O)CO, O, O=P([O-])([O-])O, O=P(O)(O)O. Product: CC(O)Cc1ccc2c(c1)OCO2. Reaction SMILES: [CH2:1]1[O:2][c:3]2[cH:4][c:5]([CH2:10][C:11]([CH3:12])=[O:13])[cH:6][cH:7][c:8]2[O:9]1.[Na+:19].[Na+:20].[O:26]=[CH:27][CH:28]([CH:29]([CH:30]([CH:31]([CH2:32][OH:33])[OH:34])[OH:35])[OH:36])[OH:37].[OH2:38].[P:14]([OH:15])([O-:16])([O-:17])=[O:18].[P:21](=[O:22])([OH:23])([OH:24])[OH:25]>>[CH2:1]1[O:2][c:3]2[cH:4][c:5]([CH2:10][CH:11]([CH3:12])[OH:13])[cH:6][cH:7][c:8]2[O:9]1.